This data is from the Open Reaction Database (ORD), a public repository of structured organic reaction records. The task is: describe an organic reaction: reactants, conditions, products, and yield Starting materials: OBO, COC(=O)C=Cc1ccc(C2=C(Br)CCCc3ccccc32)cc1, COCCOC, c1ccccc1, c1ccc(P(c2ccccc2)(c2ccccc2)[Pd](P(c2ccccc2)(c2ccccc2)c2ccccc2)(P(c2ccccc2)(c2ccccc2)c2ccccc2)P(c2ccccc2)(c2ccccc2)c2ccccc2)cc1. Yields the product COC(=O)C=Cc1ccc(C2=C(c3ccccc3)CCCc3ccccc32)cc1. RXN SMILES: [BH:25]([OH:26])[OH:27].[CH3:1][O:2][C:3]([CH:4]=[CH:5][c:6]1[cH:7][cH:8][c:9]([C:12]2=[C:13]([Br:23])[CH2:14][CH2:15][CH2:16][c:17]3[c:18]2[cH:19][cH:20][cH:21][cH:22]3)[cH:10][cH:11]1)=[O:24].[CH3:34][O:35][CH2:36][CH2:37][O:38][CH3:39].[cH:28]1[cH:29][cH:30][cH:31][cH:32][cH:33]1.[cH:40]1[cH:41][cH:42][c:43]([P:44]([Pd:45]([P:46]([c:47]2[cH:48][cH:49][cH:50][cH:51][cH:52]2)([c:53]2[cH:54][cH:55][cH:56][cH:57][cH:58]2)[c:59]2[cH:60][cH:61][cH:62][cH:63][cH:64]2)([P:65]([c:66]2[cH:67][cH:68][cH:69][cH:70][cH:71]2)([c:72]2[cH:73][cH:74][cH:75][cH:76][cH:77]2)[c:78]2[cH:79][cH:80][cH:81][cH:82][cH:83]2)[P:84]([c:85]2[cH:86][cH:87][cH:88][cH:89][cH:90]2)([c:91]2[cH:92][cH:93][cH:94][cH:95][cH:96]2)[c:97]2[cH:98][cH:99][cH:100][cH:101][cH:102]2)([c:103]2[cH:104][cH:105][cH:106][cH:107][cH:108]2)[c:109]2[cH:110][cH:111][cH:112][cH:113][cH:114]2)[cH:115][cH:116]1>>[CH3:1][O:2][C:3]([CH:4]=[CH:5][c:6]1[cH:7][cH:8][c:9]([C:12]2=[C:13]([c:28]3[cH:29][cH:30][cH:31][cH:32][cH:33]3)[CH2:14][CH2:15][CH2:16][c:17]3[c:18]2[cH:19][cH:20][cH:21][cH:22]3)[cH:10][cH:11]1)=[O:24]. Reactants: CCOC(=O)c1csc(SCCCC(=O)OCc2ccccc2)n1, O=C(O)C(F)(F)F, CSc1ccccc1. The product is CCOC(=O)c1csc(SCCCC(=O)O)n1. RXN SMILES: [CH2:1]([CH3:2])[O:3][C:4](=[O:5])[c:6]1[n:7][c:8]([S:11][CH2:12][CH2:13][CH2:14][C:15](=[O:16])[O:17][CH2:18][c:19]2[cH:20][cH:21][cH:22][cH:23][cH:24]2)[s:9][cH:10]1.[OH:33][C:34]([C:35]([F:36])([F:37])[F:38])=[O:39].[c:25]1([S:26][CH3:27])[cH:28][cH:29][cH:30][cH:31][cH:32]1>>[CH2:1]([CH3:2])[O:3][C:4](=[O:5])[c:6]1[n:7][c:8]([S:11][CH2:12][CH2:13][CH2:14][C:15](=[O:16])[OH:17])[s:9][cH:10]1. The reactants are O=C([O-])[O-], CO, Nc1cc(F)c(S(N)(=O)=O)cc1C(=O)O, [K+], [K+], O, O=S(=O)(O)O. Product: COC(=O)c1cc(S(N)(=O)=O)c(F)cc1N. Reaction SMILES: [C:17](=[O:18])([O-:19])[O-:20].[CH3:23][OH:24].[F:1][c:2]1[cH:3][c:4]([NH2:15])[c:5]([C:6](=[O:7])[OH:8])[cH:9][c:10]1[S:11]([NH2:12])(=[O:13])=[O:14].[K+:21].[K+:22].[OH2:16].[S:25](=[O:26])(=[O:27])([OH:28])[OH:29]>>[F:1][c:2]1[cH:3][c:4]([NH2:15])[c:5]([C:6](=[O:7])[O:8][CH3:17])[cH:9][c:10]1[S:11]([NH2:12])(=[O:13])=[O:14].